This data is from the Open Reaction Database (ORD), a public repository of structured organic reaction records. The task is: describe an organic reaction: reactants, conditions, products, and yield Starting materials: BrC=1C=C2N(N=CC(=C2N[C@@H]2CN(C[C@@H]2C)C(=O)OCC2=CC=CC=C2)C(N)=O)C1 ((+/−)-(cis)-benzyl 3-(6-bromo-3-carbamoylpyrrolo[1,2-b]pyridazin-4-ylamino)-4-methylpyrrolidine-1-carboxylate), COC1=CC=C(C=N1)B(O)O ((6-methoxypyridin-3-yl)boronic acid), C1(CCCCC1)P(C1=C(C=CC=C1)C1=C(C=C(C=C1C(C)C)C(C)C)C(C)C)C1CCCCC1 (2-(Dicyclohexylphosphino)-2′,4′,6′-triisopropylbiphenyl), P(=O)([O-])([O-])[O-].[K+].[K+].[K+] (potassium phosphate). Reagents/catalysts: C(C)(=O)[O-].[Pd+2].C(C)(=O)[O-] (palladium acetate). Run in O1CCOCC1 (dioxane). Reaction conditions: temperature 95 celsius, time 2 minute. Product: C(N)(=O)C1=C(C=2N(N=C1)C=C(C2)C=2C=NC(=CC2)OC)N[C@@H]2CN(C[C@@H]2C)C(=O)OCC2=CC=CC=C2 ((+/−)-(cis)-benzyl 3-(3-carbamoyl-6-(6-methoxypyridin-3-yl)pyrrolo[1,2-b]pyridazin-4-ylamino)-4-methylpyrrolidine-1-carboxylate). Reaction SMILES: Br[C:2]1[CH:3]=[C:4]2[C:9]([NH:10][C@H:11]3[C@@H:15]([CH3:16])[CH2:14][N:13]([C:17]([O:19][CH2:20][C:21]4[CH:26]=[CH:25][CH:24]=[CH:23][CH:22]=4)=[O:18])[CH2:12]3)=[C:8]([C:27](=[O:29])[NH2:28])[CH:7]=[N:6][N:5]2[CH:30]=1.[CH3:31][O:32][C:33]1[N:38]=[CH:37][C:36](B(O)O)=[CH:35][CH:34]=1.C1(P(C2CCCCC2)C2C=CC=CC=2C2C(C(C)C)=CC(C(C)C)=CC=2C(C)C)CCCCC1.P([O-])([O-])([O-])=O.[K+].[K+].[K+]>O1CCOCC1.C([O-])(=O)C.[Pd+2].C([O-])(=O)C>[C:27]([C:8]1[CH:7]=[N:6][N:5]2[CH:30]=[C:2]([C:36]3[CH:37]=[N:38][C:33]([O:32][CH3:31])=[CH:34][CH:35]=3)[CH:3]=[C:4]2[C:9]=1[NH:10][C@H:11]1[C@@H:15]([CH3:16])[CH2:14][N:13]([C:17]([O:19][CH2:20][C:21]2[CH:22]=[CH:23][CH:24]=[CH:25][CH:26]=2)=[O:18])[CH2:12]1)(=[O:29])[NH2:28] |f:3.4.5.6,8.9.10|. Reported procedure: A mixture of (+/−)-(cis)-benzyl 3-(6-bromo-3-carbamoylpyrrolo[1,2-b]pyridazin-4-ylamino)-4-methylpyrrolidine-1-carboxylate (0.40 g, 0.847 mmol), (6-methoxypyridin-3-yl)boronic acid (0.168 g, 1.10 mmol), palladium acetate (9.51 mg, 0.042 mmol) and 2-(Dicyclohexylphosphino)-2′,4′,6′-triisopropylbiphenyl (0.040 g, 0.085 mmol) in dioxane (3.0 mL) was degassed by purging with argon for 3 min. Aqueous potassium phosphate (2.0 M) (1.27 mL, 2.54 mmol) was added and purging with argon was continued for 2... Reactants: Cl(=O)(=O)(=O)[O-].C1(=CC=CC=C1)[N+]1=NC=C(C(=C1N)Cl)N (1-phenyl-4,6-diamino-5-chloropyridazinium perchlorate), C([O-])(O)=O.[Na+] (sodium bicarbonate), [H][H] (hydrogen). Reagents/catalysts: [Ni] (Raney nickel). Solvent: O (water). Product: Cl(=O)(=O)(=O)[O-].C1(=CC=CC=C1)[N+]1=NC=C(C=C1N)N (1-phenyl-4,6-diaminopyridazinium perchlorate). Isolated yield 76.8%. As a reaction SMILES: [Cl:1]([O-:5])(=[O:4])(=[O:3])=[O:2].[C:6]1([N+:12]2[C:17]([NH2:18])=[C:16](Cl)[C:15]([NH2:20])=[CH:14][N:13]=2)[CH:11]=[CH:10][CH:9]=[CH:8][CH:7]=1.C(=O)(O)[O-].[Na+].[H][H]>[Ni].O>[Cl:1]([O-:5])(=[O:4])(=[O:3])=[O:2].[C:6]1([N+:12]2[C:17]([NH2:18])=[CH:16][C:15]([NH2:20])=[CH:14][N:13]=2)[CH:7]=[CH:8][CH:9]=[CH:10][CH:11]=1 |f:0.1,2.3,7.8|. Procedure details: 32 parts of 1-phenyl-4,6-diamino-5-chloropyridazinium perchlorate in 200 parts of water in a stirred autoclave is stirred with 10 parts of sodium bicarbonate and 2 parts of Raney nickel for 3 hours at 100° C and 200 atmospheres gauge of hydrogen pressure. The discharge is filtered free from nickel and 20 parts of a 70% by weight perchloric acid is added to it. 22 parts (76.8% of theory) of 1-phenyl-4,6-diaminopyridazinium perchlorate is obtained; C10H11O4N4Cl, melting point 105° to 107° C after ... Starting materials: cupric oxide, CC=1N(C=CN1)C1=CC=C(C=C1)I (4-(2-methylimidazol-1-yl)phenyl iodide), C(#N)C1(CCOCC1)C1=CC(=CC=C1)O (4-cyano-4-(3-hydroxyphenyl)-3,4,5,6-tetrahydro-2H-pyran), C(=O)([O-])[O-].[K+].[K+] (K2CO3). Run in N1=CC=CC=C1 (pyridine). Run at temperature 130 celsius. Product: C(#N)C1(CCOCC1)C1=CC(=CC=C1)OC1=CC=C(C=C1)N1C(=NC=C1)C (4-Cyano-4-[3-[4-(2-methylimidazol-1-yl)phenoxy]phenyl]-3,4,5,6-tetrahydro-2H-pyran). The yield is 38.3%. RXN SMILES: [CH3:1][C:2]1[N:3]([C:7]2[CH:12]=[CH:11][C:10](I)=[CH:9][CH:8]=2)[CH:4]=[CH:5][N:6]=1.[C:14]([C:16]1([C:22]2[CH:27]=[CH:26][CH:25]=[C:24]([OH:28])[CH:23]=2)[CH2:21][CH2:20][O:19][CH2:18][CH2:17]1)#[N:15].C([O-])([O-])=O.[K+].[K+]>N1C=CC=CC=1>[C:14]([C:16]1([C:22]2[CH:27]=[CH:26][CH:25]=[C:24]([O:28][C:10]3[CH:11]=[CH:12][C:7]([N:3]4[CH:4]=[CH:5][N:6]=[C:2]4[CH3:1])=[CH:8][CH:9]=3)[CH:23]=2)[CH2:21][CH2:20][O:19][CH2:18][CH2:17]1)#[N:15] |f:2.3.4|. Procedure details: A mixture of 4-(2-methylimidazol-1-yl)phenyl iodide (1.28 g, 4.5 mmol), 4-cyano-4-(3-hydroxyphenyl)-3,4,5,6-tetrahydro-2H-pyran (1.20 g, 5.9 mmol) and K2CO3 (4.15 g, 30 mmol) in pyridine (50 ml) was heated at 130° C., cupric oxide (636 mg, 8.0 mmol) added and the reaction mixture was heated under reflux for 2 days. The reaction mixture was cooled and filtered through a celite pad and the solids were washed with ethyl acetate (100 ml). The filtrate was concentrated in vacuo, and the resulting res... Procedure details: 3-methyl-1-(5-methyl-4-phenyl-(2-thienyl))butan-1-one (106 g, 0.411 mol), urotropin (161.2 g, 1.15 mol), and acetic anhydride (151.1 g, 1.48 mol) were mixed in a 1 L flask, sparged with nitrogen, and stirred for 24 h at 110° C. The dark mixture was cooled to 70° C. and poured into 700 mL of a 2 N aqueous solution of NaOH. The organic fraction was extracted with 50/50 (v/v) dichloromethane/hexane (3×250 mL), washed with 1 N HCl, saturated aqueous solution of NaHCO3, and dried (MgSO4). Evaporation... Reaction conditions: temperature 110 celsius, time 24 hour. Yields the product C(C)(C)C(C(=O)C=1SC=C(C1)C1=CC=CC(=C1)C)=C (2-(isopropyl)-1-(5-methyl-4-phenyl(2-thienyl))prop-2-en-1-one). Reactants: CC(CC(=O)C=1SC=C(C1)C1=CC=CC(=C1)C)C (3-methyl-1-(5-methyl-4-phenyl-(2-thienyl))butan-1-one), C1N2CN3CN1CN(C2)C3 (urotropin), C(C)(=O)OC(C)=O (acetic anhydride). Isolated yield 88.2%. RXN SMILES: [CH3:1][CH:2]([CH3:18])[CH2:3][C:4]([C:6]1[S:7][CH:8]=[C:9]([C:11]2[CH:16]=[C:15]([CH3:17])[CH:14]=[CH:13][CH:12]=2)[CH:10]=1)=[O:5].[CH2:19]1N2CN3CN(C2)CN1C3.C(OC(=O)C)(=O)C>>[CH:2]([C:3](=[CH2:19])[C:4]([C:6]1[S:7][CH:8]=[C:9]([C:11]2[CH:16]=[C:15]([CH3:17])[CH:14]=[CH:13][CH:12]=2)[CH:10]=1)=[O:5])([CH3:18])[CH3:1]. The reactants are C(C(=O)Cl)(=O)Cl (oxalylchloride), FC(C=1C=C(C=CC1)NC(=O)N1CCC2=CC(=CC=C12)OC1=CC(=NC=N1)C(=O)O)(F)F (6-[1-(3-trifluoromethyl-phenylcarbamoyl)-2,3-dihydro-1H-indol-5-yloxy]-pyrimidine-4-carboxylic acid), CN1CCNCC1 (1-methylpiperazine). The reagents and catalysts are CN(C)C=O (DMF). The solvent is C(Cl)Cl (CH2Cl2), CCOC(=O)C (EtOAc), C(=O)([O-])[O-].[Na+].[Na+] (Na2CO3). Conditions: time 1 hour. The product is FC(C=1C=C(C=CC1)NC(=O)N1CCC2=CC(=CC=C12)OC1=NC=NC(=C1)C(=O)N1CCN(CC1)C)(F)F (5-[6-(4-Methyl-piperazine-1-carbonyl)-pyrimidin-4-yloxy]-2,3-dihydro-indole-1-carboxylic acid (3-trifluoromethyl-phenyl)-amide). Reaction SMILES: C(Cl)(=O)C(Cl)=O.[F:7][C:8]([F:38])([F:37])[C:9]1[CH:10]=[C:11]([NH:15][C:16]([N:18]2[C:26]3[C:21](=[CH:22][C:23]([O:27][C:28]4[N:33]=[CH:32][N:31]=[C:30]([C:34]([OH:36])=O)[CH:29]=4)=[CH:24][CH:25]=3)[CH2:20][CH2:19]2)=[O:17])[CH:12]=[CH:13][CH:14]=1.[CH3:39][N:40]1[CH2:45][CH2:44][NH:43][CH2:42][CH2:41]1>C(Cl)Cl.CN(C=O)C.CCOC(C)=O.C([O-])([O-])=O.[Na+].[Na+]>[F:38][C:8]([F:37])([F:7])[C:9]1[CH:10]=[C:11]([NH:15][C:16]([N:18]2[C:26]3[C:21](=[CH:22][C:23]([O:27][C:28]4[CH:29]=[C:30]([C:34]([N:43]5[CH2:44][CH2:45][N:40]([CH3:39])[CH2:41][CH2:42]5)=[O:36])[N:31]=[CH:32][N:33]=4)=[CH:24][CH:25]=3)[CH2:20][CH2:19]2)=[O:17])[CH:12]=[CH:13][CH:14]=1 |f:6.7.8|. Procedure: 60 μl (0.7 mMol) oxalylchloride are added to a solution of 200 mg (0.45 mMol) 6-[1-(3-trifluoromethyl-phenylcarbamoyl)-2,3-dihydro-1H-indol-5-yloxy]-pyrimidine-4-carboxylic acid in 4 ml CH2Cl2 and 1 drop of DMF. After 1 h at rt, the solution is concentrated in vacuo. The residue is re-dissolved in THF and 108 μl (0.97 mMol) 1-methylpiperazine are added dropwise. After 2 h stirring, the mixture is diluted with EtOAc and sat. Na2CO3, the aqueous layer separeted off and extracted twice with EtOAc. ... The reactants are CC#N, Cl, c1ccc(Sc2cccc(C3OCCO3)c2)cc1. Product: O=Cc1cccc(Sc2ccccc2)c1. Reaction SMILES: [CH3:20][C:21]#[N:22].[ClH:19].[c:1]1([S:7][c:8]2[cH:9][c:10]([CH:14]3[O:15][CH2:18][CH2:17][O:16]3)[cH:11][cH:12][cH:13]2)[cH:2][cH:3][cH:4][cH:5][cH:6]1>>[c:1]1([S:7][c:8]2[cH:9][c:10]([CH:14]=[O:15])[cH:11][cH:12][cH:13]2)[cH:2][cH:3][cH:4][cH:5][cH:6]1. Reactants: C[Si](C)(C)[N-][Si](C)(C)C.[Na+] (NaHMDS), C(C)OC(CC=1N=NN(N1)C(C)(C1=CC=CC=C1)C)=O ([2-(1-methyl-1-phenyl-ethyl)-2H-tetrazol-5-yl]-acetic acid ethyl ester), C1CC(=O)N(C1=O)Br (NBS). Solvent: C1CCOC1 (THF), C1CCOC1 (THF). Conditions: time 15 minute. The product is C(C)OC(C(C=1N=NN(N1)C(C)(C1=CC=CC=C1)C)Br)=O (Bromo-[2-(1-methyl-1-phenyl-ethyl)-2H-tetrazol-5-yl]-acetic acid ethyl ester). As a reaction SMILES: [CH2:1]([O:3][C:4](=[O:20])[CH2:5][C:6]1[N:7]=[N:8][N:9]([C:11]([CH3:19])([C:13]2[CH:18]=[CH:17][CH:16]=[CH:15][CH:14]=2)[CH3:12])[N:10]=1)[CH3:2].C[Si]([N-][Si](C)(C)C)(C)C.[Na+].C1C(=O)N([Br:38])C(=O)C1>C1COCC1>[CH2:1]([O:3][C:4](=[O:20])[CH:5]([Br:38])[C:6]1[N:7]=[N:8][N:9]([C:11]([CH3:19])([C:13]2[CH:14]=[CH:15][CH:16]=[CH:17][CH:18]=2)[CH3:12])[N:10]=1)[CH3:2] |f:1.2|. Procedure details: A solution of [2-(1-methyl-1-phenyl-ethyl)-2H-tetrazol-5-yl]-acetic acid ethyl ester (Norman, D. P. G. et al JOC 1999, 64, 9301-9306) (2.53 g, 9.23 mmol) in THF (50 mL) stirring at −78° C. under N2 is treated with a 1 M soluion of NaHMDS in THF (9.23 mL) followed by NBS (1.64 g, 9.23 mmol). After 15 min, the reaction mixture is quenched by the slow addition of water and diluted with EtOAc. The organic layer is washed with water and brine, dried (MgSO4) and concentrated under reduced pressure. Th...